From a dataset of the Open Reaction Database (ORD), a public repository of structured organic reaction records. describe an organic reaction: reactants, conditions, products, and yield The reactants are NC1=CC=C2CCC(OC2=C1)CO ((7-amino-3,4-dihydro-2H-chromen-2-yl)methanol), C1=C(C=CC2=CC=CC=C12)S(=O)(=O)Cl (2-naphthalenesulfonylchloride), NCCCO (3-amino-1-propanol). Run in O (water), N1=CC=CC=C1 (pyridine). Run at temperature 80 celsius. The product is OCCCNCC1OC2=CC(=CC=C2CC1)NS(=O)(=O)C1=CC2=CC=CC=C2C=C1 (N-(2-{[(3-Hydroxypropyl)amino]methyl}-3,4-dihydro-2H-chromen-7-yl)naphthalene-2-sulfonamide). As a reaction SMILES: [NH2:1][C:2]1[CH:11]=[C:10]2[C:5]([CH2:6][CH2:7][CH:8]([CH2:12]O)[O:9]2)=[CH:4][CH:3]=1.[CH:14]1[C:23]2[C:18](=[CH:19][CH:20]=[CH:21][CH:22]=2)[CH:17]=[CH:16][C:15]=1[S:24](Cl)(=[O:26])=[O:25].[NH2:28][CH2:29][CH2:30][CH2:31][OH:32]>N1C=CC=CC=1.O>[OH:32][CH2:31][CH2:30][CH2:29][NH:28][CH2:12][CH:8]1[CH2:7][CH2:6][C:5]2[C:10](=[CH:11][C:2]([NH:1][S:24]([C:15]3[CH:16]=[CH:17][C:18]4[C:23](=[CH:22][CH:21]=[CH:20][CH:19]=4)[CH:14]=3)(=[O:26])=[O:25])=[CH:3][CH:4]=2)[O:9]1. Reported procedure: A solution of (7-amino-3,4-dihydro-2H-chromen-2-yl)methanol (25 mg, 140 μmol) in pyridine is treated with 2-naphthalenesulfonylchloride (70 mg, 308 μmol) at ambient temperature for 1 h, treated with 3-amino-1-propanol (3 mmol, 0.23 mL), heated at 80° C. for 3 h, diluted with water and extracted with ethyl acetate. The extracts are combined, dried over Na2SO4 and concentrated in vacuo. The resultant residue is purified by reverse phase preparative HPLC to give the title product, M+H 427, retentio... The reactants are C(CCCCCCCCCCCCCCCCC)S (1-octadecanthiol), C[O-].[Na+] (sodium methoxide), CO (methanol), CI (methyl iodide). Solvent: O (water). Reaction conditions: time 30 minute. Yields the product CSCCCCCCCCCCCCCCCCCC (methyloctadecylsulfide). The yield is 100.4%. As a reaction SMILES: [CH2:1]([SH:19])[CH2:2][CH2:3][CH2:4][CH2:5][CH2:6][CH2:7][CH2:8][CH2:9][CH2:10][CH2:11][CH2:12][CH2:13][CH2:14][CH2:15][CH2:16][CH2:17][CH3:18].[CH3:20][O-].[Na+].CO.CI>O>[CH3:20][S:19][CH2:1][CH2:2][CH2:3][CH2:4][CH2:5][CH2:6][CH2:7][CH2:8][CH2:9][CH2:10][CH2:11][CH2:12][CH2:13][CH2:14][CH2:15][CH2:16][CH2:17][CH3:18] |f:1.2|. Procedure details: In a 200 ml flask equipped with a stirrer and a calcium chloride dryer tube were charged 5.7 g of 1-octadecanthiol, 1.2 g of sodium methoxide and 30 ml of methanol, and the mixture was refluxed for 10 minutes. Then, 3.0 g of methyl iodide was added dropwise to the mixture and reflux was further contented for 30 minutes. The resulting mixture was poured into 200 ml of distilled water, and the resulting precipitate was collected by filtration under reduced pressure to obtain 6.0 g of methyloctadec...